From a dataset of the Open Reaction Database (ORD), a public repository of structured organic reaction records. describe an organic reaction: reactants, conditions, products, and yield Reactants: CC=1N=C2N(C=CC=C2CO)C1 (2-Methyl-8-hydroxymethylimidazo[1,2-a]pyridine), S(=O)(Cl)Cl (thionyl chloride). Run in ClCCl (dichloromethane). Reaction conditions: time 1 hour. Yields the product CC=1N=C2N(C=CC=C2CCl)C1 (2-methyl-8-chloromethylimidazo[1,2-a]pyridine). RXN SMILES: [CH3:1][C:2]1[N:3]=[C:4]2[C:9]([CH2:10]O)=[CH:8][CH:7]=[CH:6][N:5]2[CH:12]=1.S(Cl)([Cl:15])=O>ClCCl>[CH3:1][C:2]1[N:3]=[C:4]2[C:9]([CH2:10][Cl:15])=[CH:8][CH:7]=[CH:6][N:5]2[CH:12]=1. Procedure details: 2-Methyl-8-hydroxymethylimidazo[1,2-a]pyridine 21.4 g (0.13 mol) is dissolved in 400 ml dichloromethane. To the solution at 0° C. is added dropwise with stirring 19 ml of thionyl chloride. The reaction mixture is stirred for one hour and the dichloromethane is removed under reduced pressure. The residue is dissolved in distilled water, neutralizedat 0° C. with ammonium hydroxide and extracted with dichloromethane.The extracts are combined and dried over anhydrous sodium sulfate. Following filtra... Reactants: O=C=Nc1ccc(Cl)cc1, O=C(O)C1CC(O)CN1, [Na+], [OH-]. Product: O=C(O)C1CC(O)CN1C(=O)Nc1ccc(Cl)cc1. As a reaction SMILES: [Cl:10][c:11]1[cH:12][cH:13][c:14]([N:17]=[C:18]=[O:19])[cH:15][cH:16]1.[NH:1]1[CH:2]([C:3](=[O:4])[OH:5])[CH2:6][CH:7]([OH:8])[CH2:9]1.[Na+:21].[OH-:20]>>[N:1]1([C:18]([NH:17][c:14]2[cH:13][cH:12][c:11]([Cl:10])[cH:16][cH:15]2)=[O:19])[CH:2]([C:3](=[O:4])[OH:5])[CH2:6][CH:7]([OH:8])[CH2:9]1. Reactants: O[C@@H]1CC[C@H](CC1)N1C(N(C2=C1C=CC(=C2)C#N)CC2=CC(=C(C=C2)OC)C(=O)OC)=O (1-(trans-4-hydroxycyclohexyl)-3-(4-methoxy-3-methoxycarbonylbenzyl)-5-cyano-2,3-dihydro-1H-benzimidazole-2-one), [OH-].[Na+] (sodium hydroxide), Cl (hydrochloric acid). The solvent is CO (methanol), O1CCCC1 (tetrahydrofuran). Conditions: temperature 600 celsius. Product: C(=O)(O)C=1C=C(CN2C(N(C3=C2C=C(C=C3)C#N)[C@@H]3CC[C@H](CC3)O)=O)C=CC1OC (3-(3-carboxy-4-methoxybenzyl)-1-(trans-4-hydroxycyclohexyl)-5-cyano-2,3-dihydro-1H-benzimidazole-2-one). Yield: 76.5%. RXN SMILES: [OH:1][C@H:2]1[CH2:7][CH2:6][C@H:5]([N:8]2[C:12]3[CH:13]=[CH:14][C:15]([C:17]#[N:18])=[CH:16][C:11]=3[N:10]([CH2:19][C:20]3[CH:25]=[CH:24][C:23]([O:26][CH3:27])=[C:22]([C:28]([O:30]C)=[O:29])[CH:21]=3)[C:9]2=[O:32])[CH2:4][CH2:3]1.[OH-].[Na+].Cl>CO.O1CCCC1>[C:28]([C:22]1[CH:21]=[C:20]([CH:25]=[CH:24][C:23]=1[O:26][CH3:27])[CH2:19][N:10]1[C:11]2[CH:16]=[C:15]([C:17]#[N:18])[CH:14]=[CH:13][C:12]=2[N:8]([C@H:5]2[CH2:4][CH2:3][C@H:2]([OH:1])[CH2:7][CH2:6]2)[C:9]1=[O:32])([OH:30])=[O:29] |f:1.2|. Procedure: To a solution of 1-(trans-4-hydroxycyclohexyl)-3-(4-methoxy-3-methoxycarbonylbenzyl)-5-cyano-2,3-dihydro-1H-benzimidazole-2-one (120 mg) in methanol (10 mL) and tetrahydrofuran (2 mL) was added 1N-aqueous sodium hydroxide solution (3 mL) and the mixture was stirred at 600° C. for an hour. After the solution was acidified with 1N-hydrochloric acid, the organic solvent of the solution was removed by evaporation. The aqueous layer was diluted with water and extracted with a mixture of chloroform an... Starting materials: CCCCCN, COCCc1c(C)nc(N)nc1Cl, C1COCCO1. Yields the product CCCCCNc1nc(N)nc(C)c1CCOC. RXN SMILES: [CH2:14]([CH2:15][CH2:16][CH2:17][CH3:18])[NH2:19].[Cl:1][c:2]1[n:3][c:4]([NH2:13])[n:5][c:6]([CH3:12])[c:7]1[CH2:8][CH2:9][O:10][CH3:11].[O:20]1[CH2:21][CH2:22][O:23][CH2:24][CH2:25]1>>[c:2]1([NH:19][CH2:14][CH2:15][CH2:16][CH2:17][CH3:18])[n:3][c:4]([NH2:13])[n:5][c:6]([CH3:12])[c:7]1[CH2:8][CH2:9][O:10][CH3:11]. Starting materials: [H-].[Na+] (NaH), [N+](=O)([O-])C=1C=C2C=CNC2=CC1 (5-nitro-1H-indole), CN(C)C=O (DMF). Conditions: temperature 0 celsius, time 10 minute. Yields the product [N+](=O)([O-])C=1C=C2C=CN(C2=CC1)N (5-nitro-indole-1-ylamine). Isolated yield 97.0%. As a reaction SMILES: [H-].[Na+].[N+:3]([C:6]1[CH:7]=[C:8]2[C:12](=[CH:13][CH:14]=1)[NH:11][CH:10]=[CH:9]2)([O-:5])=[O:4].C[N:16](C=O)C>>[N+:3]([C:6]1[CH:7]=[C:8]2[C:12](=[CH:13][CH:14]=1)[N:11]([NH2:16])[CH:10]=[CH:9]2)([O-:5])=[O:4] |f:0.1|. Reported procedure: NaH (60%, 421.5 mmol) is added portion-wise to a solution of 5-nitro-1H-indole (28.1 mmol) in anhydrous DMF (80 mL) at 0° C. and the mixture is stirred at 0° C. under N2 for 10 min. HOSA (140.5 mmol) is added portion-wise for 30 minutes and the mixture is stirred at 0° C. for 2 h. The reaction is quenched with water. Additional water (250 mL) is added and the mixture is extracted with EtOAc (3×100 mL). The combined organic layer is washed with water (2×30 mL), brine (30 mL), dried (Na2SO4), filt...